The task is: describe an organic reaction: reactants, conditions, products, and yield. This data is from the Open Reaction Database (ORD), a public repository of structured organic reaction records. The reactants are ClC1=CC=C(N=N1)N1C[C@@H]([C@H](CC1)C1=C(C=C(C(=C1)F)F)F)NC(OCC1=CC=CC=C1)=O (Benzyl [(3R,4R)-1-(6-chloropyridazin-3-yl)-4-(2,4,5-trifluorophenyl)piperidin-3-yl]carbamate), FC1=CC=C(C=C1)B(O)O (4-fluorophenylboronic acid), C([O-])([O-])=O.[Na+].[Na+] (sodium carbonate). The reagents and catalysts are C1=CC=C(C=C1)P([C-]2C=CC=C2)C3=CC=CC=C3.C1=CC=C(C=C1)P([C-]2C=CC=C2)C3=CC=CC=C3.Cl[Pd]Cl.[Fe+2] ([1,1′-bis(diphenylphosphino)-ferrocene]dichloropalladium (II)). Solvent: C(C)O.C1(=CC=CC=C1)C (ethanol toluene). Conditions: temperature 100 celsius, time 24 hour. Yields the product FC1=CC=C(C=C1)C1=CC=C(N=N1)N1C[C@@H]([C@H](CC1)C1=C(C=C(C(=C1)F)F)F)NC(OCC1=CC=CC=C1)=O (Benzyl [(3R,4R)-1-[6-(4-fluorophenyl)pyridazin-3-yl]-4-(2,4,5-trifluorophenyl)piperidin-3-yl]carbamate). Reaction SMILES: Cl[C:2]1[N:7]=[N:6][C:5]([N:8]2[CH2:13][CH2:12][C@H:11]([C:14]3[CH:19]=[C:18]([F:20])[C:17]([F:21])=[CH:16][C:15]=3[F:22])[C@@H:10]([NH:23][C:24](=[O:33])[O:25][CH2:26][C:27]3[CH:32]=[CH:31][CH:30]=[CH:29][CH:28]=3)[CH2:9]2)=[CH:4][CH:3]=1.[F:34][C:35]1[CH:40]=[CH:39][C:38](B(O)O)=[CH:37][CH:36]=1.C(=O)([O-])[O-].[Na+].[Na+]>C(O)C.C1(C)C=CC=CC=1.C1C=CC(P(C2C=CC=CC=2)[C-]2C=CC=C2)=CC=1.C1C=CC(P(C2C=CC=CC=2)[C-]2C=CC=C2)=CC=1.Cl[Pd]Cl.[Fe+2]>[F:34][C:35]1[CH:40]=[CH:39][C:38]([C:2]2[N:7]=[N:6][C:5]([N:8]3[CH2:13][CH2:12][C@H:11]([C:14]4[CH:19]=[C:18]([F:20])[C:17]([F:21])=[CH:16][C:15]=4[F:22])[C@@H:10]([NH:23][C:24](=[O:33])[O:25][CH2:26][C:27]4[CH:32]=[CH:31][CH:30]=[CH:29][CH:28]=4)[CH2:9]3)=[CH:4][CH:3]=2)=[CH:37][CH:36]=1 |f:2.3.4,5.6,7.8.9.10|. Procedure: To a solution of 58 mg (0.12 mmol) of the product of Step A and 27 mg (0.19 mmol) of 4-fluorophenylboronic acid in 4 mL of 1:1 ethanol/toluene was added 0.60 mL (1.2 mmol) 2N aqueous sodium carbonate solution followed by 200 mg (0.245 mmol) of [1,1′-bis(diphenylphosphino)-ferrocene]dichloropalladium (II). The resulting solution was stirred under nitrogen at 100° C. for 24 h, then allowed to cool to ambient temperature. The reaction mixture was then filtered through a pad of Celite and the filter...